This data is from the Open Reaction Database (ORD), a public repository of structured organic reaction records. The task is: describe an organic reaction: reactants, conditions, products, and yield The reactants are C(C)(C)[N-]C(C)C.[Li+] (lithium diisopropylamide), C(C)(C)(C)N(C#N)C1CCCCC1 (N-t-butyl-N-cyclohexylcyanamide), C1CCCC2NC3CC=CC=C3C=C12 (octahydroacridine). Solvent: O1CCCC1 (tetrahydrofuran), O1CCCC1 (tetrahydrofuran). Run at time 8 hour. The product is C(#N)C1CCCC2=CC=3CCCCC3N=C12 (4-Cyano-1,2,3,4,5,6,7,8-octahydroacridine). RXN SMILES: [CH:1]([N-:4]C(C)C)(C)C.[Li+].[CH2:9]1[C:22]2[CH:13]([NH:14][CH:15]3[C:20]([CH:21]=2)=[CH:19][CH:18]=[CH:17][CH2:16]3)[CH2:12][CH2:11][CH2:10]1.C(N(C1CCCCC1)C#N)(C)(C)C>O1CCCC1>[C:1]([CH:12]1[C:13]2[C:22](=[CH:21][C:20]3[CH2:19][CH2:18][CH2:17][CH2:16][C:15]=3[N:14]=2)[CH2:9][CH2:10][CH2:11]1)#[N:4] |f:0.1|. Reported procedure: A solution of lithium diisopropylamide [ex 1.55M BuLi/hexane (32.3 ml, 50 mM), diisopropylamine (3.5 ml, 25 mM), tetrahydrofuran (20 ml)] maintained at 0° C. under an argon atmosphere was treated with a solution of octahydroacridine (4.68 g, 25 mM) in the tetrahydrofuran (10 ml). After 0.5 hours a solution of N-t-butyl-N-cyclohexylcyanamide (4.6 g, 28 mM) in tetrahydrofuran (10 ml) was added and the mixture stirred overnight. The reaction was quenched with water, extracted with toluene and the o... As a reaction SMILES: [C:22](=[O:23])([O-:24])[O-:25].[CH2:28]([c:29]1[cH:30][cH:31][cH:32][cH:33][cH:34]1)[O:35][C:36](=[O:37])[N:38]1[CH2:39][CH2:40][NH:41][CH2:42][CH2:43]1.[CH3:1][S:2]([O:3][CH2:6][CH:7]1[O:8][CH2:9][CH2:10][N:11]([C:13](=[O:14])[O:15][C:16]([CH3:17])([CH3:18])[CH3:19])[CH2:12]1)(=[O:4])=[O:5].[CH3:44][CH2:45][CH2:46][C:47]#[N:48].[CH3:49][CH2:50][CH2:51][CH:52]([CH3:53])[CH3:54].[CH3:55][CH2:56][O:57][C:58](=[O:59])[CH3:60].[I-:21].[K+:26].[K+:27].[Na+:20].[OH2:61]>>[CH2:6]([CH:7]1[O:8][CH2:9][CH2:10][N:11]([C:13](=[O:14])[O:15][C:16]([CH3:17])([CH3:18])[CH3:19])[CH2:12]1)[N:41]1[CH2:40][CH2:39][N:38]([C:36]([O:35][CH2:28][c:29]2[cH:30][cH:31][cH:32][cH:33][cH:34]2)=[O:37])[CH2:43][CH2:42]1. Reactants: O=C([O-])[O-], O=C(OCc1ccccc1)N1CCNCC1, CC(C)(C)OC(=O)N1CCOC(COS(C)(=O)=O)C1, CCCC#N, CCCC(C)C, CCOC(C)=O, [I-], [K+], [K+], [Na+], O. The product is CC(C)(C)OC(=O)N1CCOC(CN2CCN(C(=O)OCc3ccccc3)CC2)C1. The reactants are NC1=CC=C(C=C1)C1=CC=C(C=C1)C(CC(C(=O)OC)CCC1=CC=CC=C1)=O (methyl 4-(4′-amino-1,1′-biphenyl-4-yl)-4-oxo-2-(2-phenylethyl)butanoate), ClC=1SC2=C(N1)C=CC(=C2)Cl (2,6-dichloro-1,3-benzothiazole), 4-[4′-(1,3-benzothiazol-2-ylamino)-1,1′-biphenylyl-4-yl]-2,2-dimethyl-4-oxobutanoic acid. Product: ClC1=CC2=C(N=C(S2)NC2=CC=C(C=C2)C2=CC=C(C=C2)C(CC(C(=O)O)CCC2=CC=CC=C2)=O)C=C1 (4-{4′-[(6-Chloro-1,3-benzothiazol-2-yl)amino]-1,1′-biphenyl-4-yl}-4-oxo-2-(2-phenylethyl)butanoic acid). Yield: 24.7%. RXN SMILES: [NH2:1][C:2]1[CH:7]=[CH:6][C:5]([C:8]2[CH:13]=[CH:12][C:11]([C:14](=[O:29])[CH2:15][CH:16]([CH2:21][CH2:22][C:23]3[CH:28]=[CH:27][CH:26]=[CH:25][CH:24]=3)[C:17]([O:19]C)=[O:18])=[CH:10][CH:9]=2)=[CH:4][CH:3]=1.Cl[C:31]1[S:32][C:33]2[CH:39]=[C:38]([Cl:40])[CH:37]=[CH:36][C:34]=2[N:35]=1>>[Cl:40][C:38]1[CH:37]=[CH:36][C:34]2[N:35]=[C:31]([NH:1][C:2]3[CH:3]=[CH:4][C:5]([C:8]4[CH:13]=[CH:12][C:11]([C:14](=[O:29])[CH2:15][CH:16]([CH2:21][CH2:22][C:23]5[CH:24]=[CH:25][CH:26]=[CH:27][CH:28]=5)[C:17]([OH:19])=[O:18])=[CH:10][CH:9]=4)=[CH:6][CH:7]=3)[S:32][C:33]=2[CH:39]=1. Procedure: This compound was prepared from methyl 4-(4′-amino-1,1′-biphenyl-4-yl)-4-oxo-2-(2-phenylethyl)butanoate (78 mg, 0.20 mmol), 2,6-dichloro-1,3-benzothiazole (61.6 mg, 0.30 mmol) in a similar manner to the method described for 4-[4′-(1,3-benzothiazol-2-ylamino)-1,1′-biphenylyl-4-yl]-2,2-dimethyl-4-oxobutanoic acid, providing 26.7 mg (25%) of the desired product. 1H NMR (400 MHz, DMSO-d6) δ 10.80 (br s, 1H), 7.75-8.05 (m, 9H), 7.60 (d, 1H), 7.10-7.40 (m, 6H), 3.50 (q, 1H), 3.10 (m, 1H), 2.85 (m, 1H)... Reactants: [OH-].[Na+] (NaOH), C(C)(=O)OC(C)C (isopropyl acetate), CC1(C2CC[C@]1(C(=O)C2)CS(=O)(=O)O)C (D-(+)-camphorsulfonic acid), N1(CCCCC1)O (piperidinol), [Li+].[BH4-] (LiBH4). Solvent: C1CCOC1 (THF), C(C)O (Ethanol), CC(C)O (IPA), C1CCOC1 (THF), C1CCOC1 (THF), C1CCOC1 (THF). Run at temperature 0 celsius. The product is C[C@@H]1CC[C@H](CN1)CO.CC1(C2CCC1(C(=O)C2)CS(=O)(=O)O)C ([(3R,6R)-6-methylpiperidin-3-yl]methanol CSA). Yield: 47.0%. Reaction SMILES: [Li+].[BH4-].[OH-].[Na+].C(OC(C)C)(=O)C.[CH3:12][C:13]1([CH3:26])[C@:17]2([CH2:21][S:22]([OH:25])(=[O:24])=[O:23])[C:18]([CH2:20][CH:14]1[CH2:15][CH2:16]2)=[O:19].[N:27]1(O)CCCCC1>C1COCC1.CC(O)C.C(O)C>[CH3:13][C@H:14]1[NH:27][CH2:21][C@H:17]([CH2:18][OH:19])[CH2:16][CH2:15]1.[CH3:12][C:13]1([CH3:26])[C:17]2([CH2:21][S:22]([OH:25])(=[O:24])=[O:23])[C:18]([CH2:20][CH:14]1[CH2:15][CH2:16]2)=[O:19] |f:0.1,2.3,10.11|. Procedure details: Crude A-2 (40 g assay; 55.94 g total) was dissolved in THF (773 mL). Ethanol (43.1 g) was added to the solution and the solution cooled to 0° C. LiBH4 (228 ml; 4.1M in THF) was added over 30 minutes at below 5° C. and mixture was stirred at RT. Mixture was warmed to 20° C. and stirred overnight. The reaction mixture was cooled to 10° C. and added 6M HCL (240 mL) with care over 30 minutes. The white cloudy mixture was stirred at 20° C. for 2 hours. pH of mixture: pH=1. The pH of the reaction mixt... Run at time 10 minute. Yield: 71.6%. Reactants: CC(C)([O-])C.[K+] (Potassium tert-butoxide), BrC1=CC(NC=C1)=O (4-bromopyridin-2(1H)-one), C([O-])([O-])=O.[K+].[K+] (potassium carbonate), CC1=CC=C(C=C1)S(=O)(=O)OC1CCN(CC1)C(=O)OC(C)(C)C (tert-butyl 4-(((4-methylphenyl)sulfonyl)oxy)piperidine-1-carboxylate). Yields the product BrC1=CC(N(C=C1)C1CCN(CC1)C(=O)OC(C)(C)C)=O (tert-Butyl 4-(4-bromo-2-oxopyridin-1(2H)-yl)piperidine-1-carboxylate). Solvent: COCCOC (DME). Procedure details: Potassium tert-butoxide (7.09 g) was added at room temperature to a mixture of 4-bromopyridin-2(1H)-one (10 g) in DME (287 mL). The reaction mixture was stirred at room temperature for 10 minutes. Then, potassium carbonate (15.9 g) and tert-butyl 4-(((4-methylphenyl)sulfonyl)oxy)piperidine-1-carboxylate (37.8 g) were added thereto, and the mixture was stirred at 85 C for 1 day, at 95 C for 1 day, and at 100 C for 1 day in a nitrogen atmosphere. Saturated saline was added to the reaction mixture,... RXN SMILES: CC(C)([O-])C.[K+].[Br:7][C:8]1[CH:13]=[CH:12][NH:11][C:10](=[O:14])[CH:9]=1.C(=O)([O-])[O-].[K+].[K+].CC1C=CC(S(O[CH:32]2[CH2:37][CH2:36][N:35]([C:38]([O:40][C:41]([CH3:44])([CH3:43])[CH3:42])=[O:39])[CH2:34][CH2:33]2)(=O)=O)=CC=1>COCCOC>[Br:7][C:8]1[CH:13]=[CH:12][N:11]([CH:32]2[CH2:37][CH2:36][N:35]([C:38]([O:40][C:41]([CH3:44])([CH3:43])[CH3:42])=[O:39])[CH2:34][CH2:33]2)[C:10](=[O:14])[CH:9]=1 |f:0.1,3.4.5|. Starting materials: C(C)OC(C(CC1=C(C=C(C=C1)OC(C1=C(N=C(S1)C1=CC=C(C=C1)C(F)(F)F)C)C1CCCC1)C)OCC)=O (3-(4-{cyclopentyl-[4-methyl-2-(4-trifluoromethyl-phenyl)-thiazol-5-yl]-methoxy}-2-methyl-phenyl)-2-ethoxy-propionic acid ethyl ester), [Li+].[OH-] (LiOH). The product is C1(CCCC1)C(OC1=CC(=C(C=C1)CC(C(=O)O)OCC)C)C1=C(N=C(S1)C1=CC=C(C=C1)C(F)(F)F)C (3-(4-{cyclopentyl-[4-methyl-2-(4-trifluoromethyl-phenyl)-thiazol-5-yl]-methoxy}-2-methyl-phenyl)-2-ethoxy-propionic acid). RXN SMILES: C([O:3][C:4](=[O:40])[CH:5]([O:37][CH2:38][CH3:39])[CH2:6][C:7]1[CH:12]=[CH:11][C:10]([O:13][CH:14]([CH:31]2[CH2:35][CH2:34][CH2:33][CH2:32]2)[C:15]2[S:19][C:18]([C:20]3[CH:25]=[CH:24][C:23]([C:26]([F:29])([F:28])[F:27])=[CH:22][CH:21]=3)=[N:17][C:16]=2[CH3:30])=[CH:9][C:8]=1[CH3:36])C.[Li+].[OH-]>>[CH:31]1([CH:14]([C:15]2[S:19][C:18]([C:20]3[CH:25]=[CH:24][C:23]([C:26]([F:28])([F:29])[F:27])=[CH:22][CH:21]=3)=[N:17][C:16]=2[CH3:30])[O:13][C:10]2[CH:11]=[CH:12][C:7]([CH2:6][CH:5]([O:37][CH2:38][CH3:39])[C:4]([OH:40])=[O:3])=[C:8]([CH3:36])[CH:9]=2)[CH2:35][CH2:34][CH2:33][CH2:32]1 |f:1.2|. Procedure details: In analogy to the procedure described in example 10 d], 3-(4-{cyclopentyl-[4-methyl-2-(4-trifluoromethyl-phenyl)-thiazol-5-yl]-methoxy}-2-methyl-phenyl)-2-ethoxy-propionic acid ethyl ester (mixture of two diastereomeric racemates) was treated with LiOH to obtain 3-(4-{cyclopentyl-[4-methyl-2-(4-trifluoromethyl-phenyl)-thiazol-5-yl]-methoxy}-2-methyl-phenyl)-2-ethoxy-propionic acid as a mixture of two diastereomeric racemates as colorless liquid.